From a dataset of the Open Reaction Database (ORD), a public repository of structured organic reaction records. describe an organic reaction: reactants, conditions, products, and yield The product is ( grad20/2 ), ClC1=NC(=C2N=CN(C2=N1)CC)NC1=CC(=CC=C1)Cl (2-chloro-6-(3-chloro-phenyl-amino)-9-ethyl-9H-purine), NC1CC(CCC1)N (1,3-diamino-cyclohexane). Reaction SMILES: [NH2:1][C@H:2]1[CH2:7][CH2:6][CH2:5][C@H:4]([NH:8][C:9]2[N:17]=[C:16]3[C:12]([N:13]=[CH:14][N:15]3[CH2:18][CH3:19])=[C:11]([NH:20][C:21]3[CH:26]=[CH:25][CH:24]=[C:23]([Cl:27])[CH:22]=3)[N:10]=2)[CH2:3]1.N[C@@H]1CCC[C@H](NC2N=C3C(N=CN3CC)=C(NC3C=CC=C([Cl:54])C=3)N=2)C1>>[Cl:54][C:9]1[N:17]=[C:16]2[C:12]([N:13]=[CH:14][N:15]2[CH2:18][CH3:19])=[C:11]([NH:20][C:21]2[CH:26]=[CH:25][CH:24]=[C:23]([Cl:27])[CH:22]=2)[N:10]=1.[NH2:1][CH:2]1[CH2:7][CH2:6][CH2:5][CH:4]([NH2:8])[CH2:3]1. The reactants are ( grad20/2 ), N[C@H]1C[C@H](CCC1)NC1=NC(=C2N=CN(C2=N1)CC)NC1=CC(=CC=C1)Cl (2-(cis-3-amino-cyclohexyl-amino)-6-(3-chloro-phenyl-amino)-9-ethyl-9H-purine), N[C@@H]1C[C@H](CCC1)NC1=NC(=C2N=CN(C2=N1)CC)NC1=CC(=CC=C1)Cl (2-(trans-3-amino-cyclohexyl-amino)-6-(3-chloro-phenyl-amino)-9-ethyl-9H-purine). Procedure details: Analogously to Example 1, 2-(trans-3-amino-cyclohexyl-amino)-6-(3-chloro-phenyl-amino)-9-ethyl-9H-purine; FAB-MS: (M+H)+=386; HPLC: tret (grad20/2)=9.32 minutes, and 2-(cis-3-amino-cyclohexyl-amino)-6-(3-chloro-phenyl-amino)-9-ethyl-9H-purine; FAB-MS: (M+H)+=386; HPLC: tret (grad20/2)=9.19 minutes, are obtained from 308 mg (1.00 mmol) of 2-chloro-6-(3-chloro-phenyl-amino)-9-ethyl-9H-purine [described in Stage 1.2] and 3.26 g (28.6 mmol) of 1,3-diamino-cyclohexane (cis/trans mixture) after 13 h a... Starting materials: N[C@@H](C)C(=O)N1[C@@H](CC2CCCCC12)C(=O)O (1-[(S)-alanyl ]octahydroindole-2(S)-carboxylic acid), O=C(C(=O)OCC)CCC1=CC=CC=C1 (2-oxo-4-phenylbutyric acid, ethyl ester). Solvent: CO (methanol). The product is [OH-].[NH4+] (ammonium hydroxide), COC(=O)C(CCC1=CC=CC=C1)N[C@@H](C)C(=O)N1[C@@H](CC2CCCCC12)C(=O)O (1-[N-(1-methoxycarbonyl-3-phenyl propyl)-(S)-alanyl]octahydroindole-2(S)-carboxylic acid). Yield: 7.0%. RXN SMILES: [NH2:1][C@H:2]([C:4]([N:6]1[CH:14]2[CH:9]([CH2:10][CH2:11][CH2:12][CH2:13]2)[CH2:8][C@H:7]1[C:15]([OH:17])=[O:16])=[O:5])[CH3:3].O=[C:19]([CH2:25][CH2:26][C:27]1[CH:32]=[CH:31][CH:30]=[CH:29][CH:28]=1)[C:20]([O:22][CH2:23]C)=[O:21]>CO>[OH-:5].[NH4+:1].[CH3:23][O:22][C:20]([CH:19]([NH:1][C@H:2]([C:4]([N:6]1[CH:14]2[CH:9]([CH2:10][CH2:11][CH2:12][CH2:13]2)[CH2:8][C@H:7]1[C:15]([OH:17])=[O:16])=[O:5])[CH3:3])[CH2:25][CH2:26][C:27]1[CH:32]=[CH:31][CH:30]=[CH:29][CH:28]=1)=[O:21] |f:3.4|. Procedure details: Dissolve 1-[(S)-alanyl ]octahydroindole-2(S)-carboxylic acid (prepared in paragraph D of this example) in 100 ml of absolute methanol. Add 1.10 g 2-oxo-4-phenylbutyric acid, ethyl ester and 20 ml of 3 Angstrom molecular sieve pellets, and stir the resulting mixture at room temperature for eighteen hours. Filter the reaction mixture and treat the filtrate with 0.68 g sodium cyanoborohydride at room temperature for two hours. Concentrate the mixture under nitrogen and dilute the oil with dilute hy... The reactants are C1(=CC=CC=C1)C(C(=O)N)C1=CC=CC=C1 (2,2-diphenylacetamide), C(CCC)C(=O)Cl (butanecarboxylic acid chloride). Product: C1(=CC=CC=C1)C(C(=O)NC(CCCC)=O)C1=CC=CC=C1 (Pentanoic acid diphenylacetyl-amide). As a reaction SMILES: [C:1]1([CH:7]([C:11]2[CH:16]=[CH:15][CH:14]=[CH:13][CH:12]=2)[C:8]([NH2:10])=[O:9])[CH:6]=[CH:5][CH:4]=[CH:3][CH:2]=1.[CH2:17]([C:21](Cl)=[O:22])[CH2:18][CH2:19][CH3:20]>>[C:1]1([CH:7]([C:11]2[CH:16]=[CH:15][CH:14]=[CH:13][CH:12]=2)[C:8]([NH:10][C:21](=[O:22])[CH2:17][CH2:18][CH2:19][CH3:20])=[O:9])[CH:2]=[CH:3][CH:4]=[CH:5][CH:6]=1. Procedure details: The title compound, white solid, m.p. 83° C. and MS: m/e=296.3 (M+H+) was prepared in accordance with the general method of example 39 from 2,2-diphenylacetamide and butanecarboxylic acid chloride. The reactants are S1C(SC2=C1C=CC=C2)=NCCCN(C)C (N'-(1,3-benzodithiol-2-ylidene)-N,N-dimethyl-1,3-propanediamine), Cl (hydrogen chloride). The solvent is C(C)OCC (diethyl ether). Yields the product Cl.S1C(SC2=C1C=CC=C2)=NCCCN(C)C (N'-(1,3-Benzodithiol-2-ylidene)-N,N-dimethyl-1,3-propanediamine, hydrochloride). As a reaction SMILES: [S:1]1[C:5]2[CH:6]=[CH:7][CH:8]=[CH:9][C:4]=2[S:3][C:2]1=[N:10][CH2:11][CH2:12][CH2:13][N:14]([CH3:16])[CH3:15].[ClH:17]>C(OCC)C>[ClH:17].[S:1]1[C:5]2[CH:6]=[CH:7][CH:8]=[CH:9][C:4]=2[S:3][C:2]1=[N:10][CH2:11][CH2:12][CH2:13][N:14]([CH3:15])[CH3:16] |f:3.4|. Procedure: A solution of N'-(1,3-benzodithiol-2-ylidene)-N,N-dimethyl-1,3-propanediamine (3.0g, prepared as described in Example 17) in 100 ml of anhydrous diethyl ether is treated dropwise with ethereal hydrogen chloride until precipitation is completed. The resultant solid is collected by filtration under a nitrogen atmosphere, washed several times with anhydrous diethyl ether and recrystallized twice from acetonitrile. The recrystallized product is washed with anhydrous diethyl ether and dried at atmosp... Starting materials: O.[Cr](=O)(=O)([O-])O[Cr](=O)(=O)[O-].[Na+].[Na+] (sodium dichromate hydrate), S(O)(O)(=O)=O (sulfuric acid), C[Si](/C=C/C(C)O)(C)C ((±)-trans-4-(trimethylsilyl)-3-buten-2-ol). As a reaction SMILES: [CH3:1][Si:2]([CH3:9])([CH3:8])/[CH:3]=[CH:4]/[CH:5]([OH:7])[CH3:6].O.[Cr](O[Cr]([O-])(=O)=O)([O-])(=O)=O.[Na+].[Na+].S(=O)(=O)(O)O>CCOCC>[CH3:1][Si:2]([CH3:9])([CH3:8])/[CH:3]=[CH:4]/[C:5](=[O:7])[CH3:6] |f:1.2.3.4|. The product is C[Si](/C=C/C(C)=O)(C)C (trans-4-(trimethylsilyl)-3-buten-2-one). Procedure details: Referring to Flowchart II, 3-butyn-2-ol (formula 21) is treated in step H with sodium hydride in ether at -20° C. and then with 2.0 n-butyllithium in hexane, followed by chlorotrimethylsilane, to produce (+)-4-trimethylsilyl-3-butyn-2-ol (formula 22), which is then reacted in step I with lithium aluminum hydride in ether at reflux for several hours, basified and distilled, to produce (±)-trans-4-(trimethylsilyl)-3-buten-2-ol (formula 23). The reaction in step J of (23) in ether with a mixture of... The solvent is CCOCC (ether). Starting materials: [Li]CCCC, C1CCOC1, CN(C)C=O, [Cl-], [Cl-], [NH4+], [Na+], COc1ccc(C(=O)NCCCc2ccccc2)cc1. Product: COc1ccc2c(c1)C(O)N(CCCc1ccccc1)C2=O. As a reaction SMILES: [CH2:21]([Li:22])[CH2:23][CH2:24][CH3:25].[CH2:35]1[O:36][CH2:37][CH2:38][CH2:39]1.[CH3:26][N:27]([CH:28]=[O:29])[CH3:30].[Cl-:31].[Cl-:33].[NH4+:32].[Na+:34].[c:1]1([CH2:7][CH2:8][CH2:9][NH:10][C:11]([c:12]2[cH:13][cH:14][c:15]([O:18][CH3:19])[cH:16][cH:17]2)=[O:20])[cH:2][cH:3][cH:4][cH:5][cH:6]1>>[c:1]1([CH2:7][CH2:8][CH2:9][N:10]2[C:11](=[O:20])[c:12]3[cH:13][cH:14][c:15]([O:18][CH3:19])[cH:16][c:17]3[CH:28]2[OH:29])[cH:2][cH:3][cH:4][cH:5][cH:6]1. The reactants are [OH-].[K+] (potassium hydroxide), NC1=C(C=C(C=C1)[N+](=O)[O-])O (2-amino-5-nitrophenol), C(=S)=S (carbon disulfide). Solvent: C(C)O (ethanol). Product: SC=1OC2=C(N1)C=CC(=C2)[N+](=O)[O-] (2-mercapto-6-nitrobenzoxazole). As a reaction SMILES: [NH2:1][C:2]1[CH:7]=[CH:6][C:5]([N+:8]([O-:10])=[O:9])=[CH:4][C:3]=1[OH:11].[OH-].[K+].[C:14](=S)=[S:15]>C(O)C>[SH:15][C:14]1[O:11][C:3]2[CH:4]=[C:5]([N+:8]([O-:10])=[O:9])[CH:6]=[CH:7][C:2]=2[N:1]=1 |f:1.2|. Procedure: A 500 mg portion of 2-amino-5-nitrophenol dissolved in 35 ml of ethanol was mixed with 180 mg of potassium hydroxide. After 10 minutes of reaction, the resulting solution was mixed with 35 ml of carbon disulfide and refluxed under heating for 48 hours. The reaction mixture was concentrated under a reduced pressure, and the resulting residue was dissolved in 300 ml of ethyl acetate and washed with an aqueous acidic solution of hydrochloric acid (pH 4) and water in that order. The resulting ethyl ... Starting materials: S(O)(O)(=O)=O (sulfuric acid), FC(C1=CC=C(C=C1)N[C@@H](CC#N)CC)(F)F ((3R)-3-(4-trifluoromethyl-phenylamino)-pentanenitrile). Solvent: C1(=CC=CC=C1)C (toluene). Run at temperature 35 celsius, time 3 hour. The product is FC(C1=CC=C(C=C1)N[C@@H](CC(=O)N)CC)(F)F ((3R)-3-(4-Trifluoromethyl-phenylamino)-pentanoic acid amide). Yield: 75.0%. RXN SMILES: S(=O)(=O)(O)[OH:2].[F:6][C:7]([F:22])([F:21])[C:8]1[CH:13]=[CH:12][C:11]([NH:14][C@H:15]([CH2:19][CH3:20])[CH2:16][C:17]#[N:18])=[CH:10][CH:9]=1>C1(C)C=CC=CC=1>[F:6][C:7]([F:21])([F:22])[C:8]1[CH:9]=[CH:10][C:11]([NH:14][C@H:15]([CH2:19][CH3:20])[CH2:16][C:17]([NH2:18])=[O:2])=[CH:12][CH:13]=1. Procedure: Aqueous sulfuric acid (8.2 L sulfuric acid and 1.1 L water premixed and cooled to 35° C. or less) was added to the crude toluene solution of (3R)-3-(4-trifluoromethyl-phenylamino)-pentanenitrile from Example 1. The resulting bilayer was stirred well and heated to 35° C. for 17 hours. The lower aqueous layer was collected and quenched with aqueous sodium hydroxide (95 L water and 10.7 kg sodium hydroxide) and diisopropyl ether (IPE) (40 L). After extraction and removal of the aqueous layer, the o...